Dataset: the Open Reaction Database (ORD), a public repository of structured organic reaction records. Task: describe an organic reaction: reactants, conditions, products, and yield The reactants are ClC1=CC(=C(CN2N=CC3=CC(=CC=C23)C=C2C(N(C(S2)=O)C[C@@H](CN2C[C@@H](CC2)F)O)=O)C=C1)C(F)(F)F (5-[1-(4-Chloro-2-trifluoromethylbenzyl)-1H-indazol-5-ylmethylene]-3-{(2R)-3-[(3R)-3-fluoropyrrolidin-1-yl]-2-hydroxypropyl}thiazolidine-2,4-dione), FCCN (2-fluoroethylamine). Product: ClC1=CC(=C(CN2N=CC3=CC(=CC=C23)C=C2C(N(C(S2)=O)C[C@@H](CNCCF)O)=O)C=C1)C(F)(F)F (5-[1-(4-Chloro-2-trifluoromethylbenzyl)-1H-indazol-5-ylmethylene]-3-[(2R)-3-(2-fluoroethylamino)-2-hydroxypropyl]thiazolidine-2,4-dione). Reaction SMILES: [Cl:1][C:2]1[CH:35]=[CH:34][C:5]([CH2:6][N:7]2[C:15]3[C:10](=[CH:11][C:12]([CH:16]=[C:17]4[S:21][C:20](=[O:22])[N:19]([CH2:23][C@H:24]([OH:32])[CH2:25][N:26]5CC[C@@H:28]([F:31])[CH2:27]5)[C:18]4=[O:33])=[CH:13][CH:14]=3)[CH:9]=[N:8]2)=[C:4]([C:36]([F:39])([F:38])[F:37])[CH:3]=1.FCCN>>[Cl:1][C:2]1[CH:35]=[CH:34][C:5]([CH2:6][N:7]2[C:15]3[C:10](=[CH:11][C:12]([CH:16]=[C:17]4[S:21][C:20](=[O:22])[N:19]([CH2:23][C@H:24]([OH:32])[CH2:25][NH:26][CH2:27][CH2:28][F:31])[C:18]4=[O:33])=[CH:13][CH:14]=3)[CH:9]=[N:8]2)=[C:4]([C:36]([F:38])([F:37])[F:39])[CH:3]=1. Reported procedure: 5-[1-(4-Chloro-2-trifluoromethylbenzyl)-1H-indazol-5-ylmethylene]-3-[(2R)-3-(2-fluoroethylamino)-2-hydroxypropyl]thiazolidine-2,4-dione was prepared from 5-[1-(4-chloro-2-trifluoromethylbenzyl)-1H-indazol-5-ylmethylene]-3-(S)-oxiranylmethylthiazolidine-2,4-dione (from Example 294) and 2-fluoroethylamine following General Procedure X.